describe an organic reaction: reactants, conditions, products, and yield From a dataset of the Open Reaction Database (ORD), a public repository of structured organic reaction records. RXN SMILES: [Br:1][C:2]1[CH:7]=[CH:6][C:5]([CH2:8][C:9]([C:11]2[CH:12]=[C:13]([F:23])[C:14]3[O:19][CH2:18][C:17](=[O:20])[N:16]([CH3:21])[C:15]=3[CH:22]=2)=[O:10])=[C:4]([Cl:24])[CH:3]=1.[H-].[Na+].[CH3:27]I>>[Br:1][C:2]1[CH:7]=[CH:6][C:5]([CH:8]([CH3:27])[C:9]([C:11]2[CH:12]=[C:13]([F:23])[C:14]3[O:19][CH2:18][C:17](=[O:20])[N:16]([CH3:21])[C:15]=3[CH:22]=2)=[O:10])=[C:4]([Cl:24])[CH:3]=1 |f:1.2|. Product: BrC1=CC(=C(C=C1)C(C(=O)C=1C=C(C2=C(N(C(CO2)=O)C)C1)F)C)Cl (6-[2-(4-Bromo-2-chloro-phenyl)-propionyl]-8-fluoro-4-methyl-4H-benzo[1,4]oxazin-3-one). Reported procedure: In analogy to Example 1, step 2, 6-[2-(4-bromo-2-chloro-phenyl)-acetyl]-8-fluoro-4-methyl-4H-benzo[1,4]oxazin-3-one was reacted with sodium hydride and methyl iodide to give the title compound as a light yellow foam. MS (m/e, ISP neg. ion)=423.9 [M−H+]. The reactants are BrC1=CC(=C(C=C1)CC(=O)C=1C=C(C2=C(N(C(CO2)=O)C)C1)F)Cl (6-[2-(4-bromo-2-chloro-phenyl)-acetyl]-8-fluoro-4-methyl-4H-benzo[1,4]oxazin-3-one), [H-].[Na+] (sodium hydride), CI (methyl iodide). Starting materials: C12CCOC(CC2O1)C1=C(C=NN1C)[N+](=O)[O-] (5-(4,8-dioxabicyclo[5.1.0]octan-5-yl)-1-methyl-4-nitro-pyrazole), CO (MeOH), [Cl-].[NH4+] (ammonium chloride), [N-]=[N+]=[N-].[Na+] (sodium azide). Solvent: O (water). Conditions: temperature 70 celsius. Product: N(=[N+]=[N-])C1C(CC(OCC1)C=1N(N=CC1[N+](=O)[O-])C)O (5-azido-2-(2-methyl-4-nitro-pyrazol-3-yl)oxepan-4-ol). Isolated yield 58.5%. Reaction SMILES: [CH:1]12[O:8][CH:7]1[CH2:6][CH:5]([C:9]1[N:13]([CH3:14])[N:12]=[CH:11][C:10]=1[N+:15]([O-:17])=[O:16])[O:4][CH2:3][CH2:2]2.CO.[Cl-].[NH4+].[N-:22]=[N+:23]=[N-:24].[Na+]>O>[N:22]([CH:1]1[CH2:2][CH2:3][O:4][CH:5]([C:9]2[N:13]([CH3:14])[N:12]=[CH:11][C:10]=2[N+:15]([O-:17])=[O:16])[CH2:6][CH:7]1[OH:8])=[N+:23]=[N-:24] |f:2.3,4.5|. Procedure: To a solution of 5-(4,8-dioxabicyclo[5.1.0]octan-5-yl)-1-methyl-4-nitro-pyrazole (1.04 g, 4.35 mmol) in 4:1 MeOH:water (30 mL) was added ammonium chloride (0.58 g, 10.88 mmol) and sodium azide (1.41 g, 21.75 mmol). The mixture was heated at 70° C. behind a blast screen for 16 hr. The MeOH was removed under reduced pressure and EtOAc (20 mL) added. The organic layer was washed with saturated aqueous NaHCO3 (20 mL), passed through a phase separation cartridge and concentrated under reduced pressur... The reactants are BrC=1C=C2C=CC(=NC2=CC1)NC1COC2=C1C=CC=C2 (rac-(6-bromo-quinolin-2-yl)-(2,3-dihydro-benzofuran-3-yl)-amine), NC1=NC(=CC=C1)C (2-amino-6-methyl-pyridine). Yields the product O1CC(C2=C1C=CC=C2)NC2=NC1=CC=C(C=C1C=C2)NC2=NC(=CC=C2)C (rac-N2-(2,3-Dihydro-benzofuran-3-yl)-N6-(6-methyl-pyridin-2-yl)-quinoline-2,6-diamine). Reaction SMILES: Br[C:2]1[CH:3]=[C:4]2[C:9](=[CH:10][CH:11]=1)[N:8]=[C:7]([NH:12][CH:13]1[C:17]3[CH:18]=[CH:19][CH:20]=[CH:21][C:16]=3[O:15][CH2:14]1)[CH:6]=[CH:5]2.[NH2:22][C:23]1[CH:28]=[CH:27][CH:26]=[C:25]([CH3:29])[N:24]=1>>[O:15]1[C:16]2[CH:21]=[CH:20][CH:19]=[CH:18][C:17]=2[CH:13]([NH:12][C:7]2[CH:6]=[CH:5][C:4]3[C:9](=[CH:10][CH:11]=[C:2]([NH:22][C:23]4[CH:28]=[CH:27][CH:26]=[C:25]([CH3:29])[N:24]=4)[CH:3]=3)[N:8]=2)[CH2:14]1. Reported procedure: The title compound, light yellow foam, MS: m/e=369.2 (M+H+), was prepared in accordance with the general method of example 66 from rac-(6-bromo-quinolin-2-yl)-(2,3-dihydro-benzofuran-3-yl)-amine (see example 96, step A) and commercially available 2-amino-6-methyl-pyridine.